Dataset: the Open Reaction Database (ORD), a public repository of structured organic reaction records. Task: describe an organic reaction: reactants, conditions, products, and yield Reactants: [Al+3], C1CCOC1, [H-], [H-], [H-], [H-], [Li+], O, COC(=O)c1ccc2cc(O)ccc2c1, O=C([O-])c1cccc2ccccc12. Yields the product OCc1ccc2cc(O)ccc2c1. Reaction SMILES: [Al+3:2].[CH2:7]1[O:8][CH2:9][CH2:10][CH2:11]1.[H-:1].[H-:4].[H-:5].[H-:6].[Li+:3].[OH2:40].[OH:12][c:13]1[cH:14][c:15]2[cH:16][cH:17][c:18]([C:23](=[O:24])[O:25][CH3:26])[cH:19][c:20]2[cH:21][cH:22]1.[c:27]1([C:28]([O-:29])=[O:30])[c:31]2[c:32]([cH:33][cH:34][cH:35][cH:36]2)[cH:37][cH:38][cH:39]1>>[OH:12][c:13]1[cH:14][c:15]2[cH:16][cH:17][c:18]([CH2:23][OH:24])[cH:19][c:20]2[cH:21][cH:22]1. Reactants: [H-].C(C(C)C)[Al+]CC(C)C (diisobutylaluminium hydride), C(C)OC(\C=C\C#CC1=CC(=CC(=C1)Cl)Cl)=O ((E)-5-(3,5-dichloro-phenyl)-pent-2-en-4-ynoic acid ethyl ester). Run in Cl (hydrocloride). Run at temperature -78 celsius, time 2 hour. Yields the product ClC=1C=C(C=C(C1)Cl)C#C/C=C/CO ((E)-5-(3,5-dichloro-phenyl)-pent-2-en-4-yn-1-ol). As a reaction SMILES: [H-].C([Al+]CC(C)C)C(C)C.C([O:13][C:14](=O)/[CH:15]=[CH:16]/[C:17]#[C:18][C:19]1[CH:24]=[C:23]([Cl:25])[CH:22]=[C:21]([Cl:26])[CH:20]=1)C>Cl>[Cl:25][C:23]1[CH:24]=[C:19]([C:18]#[C:17]/[CH:16]=[CH:15]/[CH2:14][OH:13])[CH:20]=[C:21]([Cl:26])[CH:22]=1 |f:0.1|. Procedure details: To a solution of diisobutylaluminium hydride (1.0 M solution in toluene, 20 mL, 20 mmol) at −78° C. was slowly added (E)-5-(3,5-dichloro-phenyl)-pent-2-en-4-ynoic acid ethyl ester (1.1 g, 4.08 mmol). The reaction mixture was stirred for 2 h at −78° C., where after the reaction mixture was poured into hydrocloride acid (6N, 50 mL) and extracted with diethyl ether (3×40 mL) The combined and dried organic phases were evaporated to give crude (E)-5-(3,5-dichloro-phenyl)-pent-2-en-4-yn-1-ol in 750 mg... Starting materials: O(C1=CC=CC=C1)C=1C=C(CC2(C(C2C=C(Cl)Cl)(C)C)C(=O)[O-])C=CC1 (3-phenoxybenzyl-[3-(2,2-dichlorovinyl)-2,2-dimethyl-cyclopropanecarboxylate]), dimethyl-[3-(2,2-dichlorovinyl)-2,2-dimethylcyclopropanecarbonyloxy]-methylydene-ammonium chloride, ClC(=CC1C(C1C(=O)O)(C)C)Cl (3-(2,2-dichlorovinyl)-2,2-dimethyl-cyclopropanecarboxylic acid), dimethylchloromethylydene-ammonium chloride. Product: O(C1=CC=CC=C1)C=1C=C(CO)C=CC1 (3-phenoxybenzyl alcohol). RXN SMILES: [O:1]([C:8]1[CH:9]=[C:10]([CH:24]=[CH:25][CH:26]=1)[CH2:11]C1(C([O-])=O)C(C=C(Cl)Cl)C1(C)C)[C:2]1[CH:7]=[CH:6][CH:5]=[CH:4][CH:3]=1.ClC(Cl)=CC1C(C(O)=[O:34])C1(C)C>>[O:1]([C:8]1[CH:9]=[C:10]([CH:24]=[CH:25][CH:26]=1)[CH2:11][OH:34])[C:2]1[CH:7]=[CH:6][CH:5]=[CH:4][CH:3]=1. Reported procedure: A process according to claim 1 for the preparation of 3-phenoxybenzyl-[3-(2,2-dichlorovinyl)-2,2-dimethyl-cyclopropanecarboxylate], which comprises reacting 3-(2,2-dichlorovinyl)-2,2-dimethyl-cyclopropanecarboxylic acid with dimethylchloromethylydene-ammonium chloride and further reacting dimethyl-[3-(2,2-dichlorovinyl)-2,2-dimethylcyclopropanecarbonyloxy]-methylydene-ammonium chloride obtained with 3-phenoxybenzyl alcohol in the presence of said organic base. The reactants are CC#N, CS(=O)(=O)OCCCN1CCN(C(=O)c2cc(C(F)(F)F)cc(C(F)(F)F)c2)C(Cc2c[nH]c3ccccc23)C1, c1ccc2c(c1)CCC21CCNCC1. Yields the product O=C(c1cc(C(F)(F)F)cc(C(F)(F)F)c1)N1CCN(CCCN2CCC3(CCc4ccccc43)CC2)CC1Cc1c[nH]c2ccccc12. Reaction SMILES: [CH3:55][C:56]#[N:57].[F:1][C:2]([c:3]1[cH:4][c:5]([C:6](=[O:7])[N:8]2[CH:9]([CH2:22][c:23]3[cH:24][nH:25][c:26]4[cH:27][cH:28][cH:29][cH:30][c:31]34)[CH2:10][N:11]([CH2:14][CH2:15][CH2:16][O:17][S:18]([CH3:19])(=[O:20])=[O:21])[CH2:12][CH2:13]2)[cH:32][c:33]([C:35]([F:36])([F:37])[F:38])[cH:34]1)([F:39])[F:40].[NH:41]1[CH2:42][CH2:43][C:44]2([CH2:45][CH2:46][c:47]3[cH:48][cH:49][cH:50][cH:51][c:52]32)[CH2:53][CH2:54]1>>[F:1][C:2]([c:3]1[cH:4][c:5]([C:6](=[O:7])[N:8]2[CH:9]([CH2:22][c:23]3[cH:24][nH:25][c:26]4[cH:27][cH:28][cH:29][cH:30][c:31]34)[CH2:10][N:11]([CH2:14][CH2:15][CH2:16][N:41]3[CH2:42][CH2:43][C:44]4([CH2:45][CH2:46][c:47]5[cH:48][cH:49][cH:50][cH:51][c:52]54)[CH2:53][CH2:54]3)[CH2:12][CH2:13]2)[cH:32][c:33]([C:35]([F:36])([F:37])[F:38])[cH:34]1)([F:39])[F:40]. Reactants: CCOC(=O)N1CCC(=C2c3ccc(Cl)cc3CCc4cc(Br)cnc24)CC1, Cc1cc(O)ccc1B2OC(C)(C)C(C)(C)O2. Solvent: CS(C)=O (DMSO), O (water), CS(C)=O (DMSO), CS(C)=O (DMSO), CS(C)=O (DMSO). Product: CCOC(=O)N1CCC(=C2c3ccc(Cl)cc3CCc4cc(cnc24)c5ccc(O)cc5C)CC1, CCOC(=O)N1CCC(=C2c3ccc(Cl)cc3CCc4cc(Br)cnc24)CC1, c1ccc(-c2ccccc2)cc1. The reagents and catalysts are CCN=P(N=P(N(C)C)(N(C)C)N(C)C)(N(C)C)N(C)C (P2-Et), CC(C)c1cc(C(C)C)c(-c2ccccc2[PH](C(C)(C)C)(C(C)(C)C)[Pd]2(OS(C)(=O)=O)Nc3ccccc3-c3ccccc32)c(C(C)C)c1 (tBuXphos G3). Run at time 22 hour. Reactants: CCOC(=O)C(CC(C)C)c1cc(-c2ccc(C(F)(F)F)cc2)cc(C2CCNCC2)c1, CO, [Na+], [OH-]. Yields the product CC(C)CC(C(=O)O)c1cc(-c2ccc(C(F)(F)F)cc2)cc(C2CCNCC2)c1. Reaction SMILES: [CH2:1]([CH3:2])[O:3][C:4]([CH:5]([CH2:6][CH:7]([CH3:8])[CH3:9])[c:10]1[cH:11][c:12](-[c:22]2[cH:23][cH:24][c:25]([C:28]([F:29])([F:30])[F:31])[cH:26][cH:27]2)[cH:13][c:14]([CH:16]2[CH2:17][CH2:18][NH:19][CH2:20][CH2:21]2)[cH:15]1)=[O:32].[CH3:35][OH:36].[Na+:34].[OH-:33]>>[O:3]=[C:4]([CH:5]([CH2:6][CH:7]([CH3:8])[CH3:9])[c:10]1[cH:11][c:12](-[c:22]2[cH:23][cH:24][c:25]([C:28]([F:29])([F:30])[F:31])[cH:26][cH:27]2)[cH:13][c:14]([CH:16]2[CH2:17][CH2:18][NH:19][CH2:20][CH2:21]2)[cH:15]1)[OH:32].